Dataset: the Open Reaction Database (ORD), a public repository of structured organic reaction records. Task: describe an organic reaction: reactants, conditions, products, and yield Reactants: ice water, [H-].[Na+] (Sodium hydride), CN1N=C(C(=C1C1=CC=CC=C1)O)C1=CC=CC=C1 (1-methyl-3,5-diphenyl-4-pyrazolol), ICCC (1-iodopropane). Run in CCOCC (ether). Reaction conditions: temperature 60 celsius, time 45 minute. The product is CN1N=C(C(=C1C1=CC=CC=C1)OCCC)C1=CC=CC=C1 (1-Methyl-3,5-diphenyl-4-n-propoxypyrazole). Reaction SMILES: [H-].[Na+].[CH3:3][N:4]1[C:8]([C:9]2[CH:14]=[CH:13][CH:12]=[CH:11][CH:10]=2)=[C:7]([OH:15])[C:6]([C:16]2[CH:21]=[CH:20][CH:19]=[CH:18][CH:17]=2)=[N:5]1.I[CH2:23][CH2:24][CH3:25]>CCOCC>[CH3:3][N:4]1[C:8]([C:9]2[CH:14]=[CH:13][CH:12]=[CH:11][CH:10]=2)=[C:7]([O:15][CH2:23][CH2:24][CH3:25])[C:6]([C:16]2[CH:21]=[CH:20][CH:19]=[CH:18][CH:17]=2)=[N:5]1 |f:0.1|. Reported procedure: Sodium hydride (57%, 0.92 g, 0.022 mole) is added slowly to a suspension of 1-methyl-3,5-diphenyl-4-pyrazolol (5 g, 0.02 mole) in anhydrous ether (100 ml). An off-white precipitate forms. After stirring for 45 minutes, the solid is removed by filtration, added to dry DMF (30 ml) and treated with 1-iodopropane (5 ml. 0.05 mole). The reaction mixture is stirred, heated at 60° C for 14 hours and then poured into ice water (600 ml). After standing for 24 hours in the refrigerator, a tacky yellow sol... Product: COc1cc(OC)cc(Sc2ccc([N+](=O)[O-])cc2)c1. As a reaction SMILES: [CH3:23][N:24]1[CH2:25][CH2:26][CH2:27][C:28]1=[O:29].[CH3:2][O:3][c:4]1[cH:5][c:6]([SH:12])[cH:7][c:8]([O:10][CH3:11])[cH:9]1.[F:13][c:14]1[cH:15][cH:16][c:17]([N+:20](=[O:21])[O-:22])[cH:18][cH:19]1.[K:1]>>[CH3:2][O:3][c:4]1[cH:5][c:6]([S:12][c:14]2[cH:15][cH:16][c:17]([N+:20](=[O:21])[O-:22])[cH:18][cH:19]2)[cH:7][c:8]([O:10][CH3:11])[cH:9]1. Starting materials: CN1CCCC1=O, COc1cc(S)cc(OC)c1, O=[N+]([O-])c1ccc(F)cc1, [K]. Starting materials: BrB(Br)Br, COc1ccc(Oc2ccc(C#N)cc2)cc1, ClCCl. Yields the product N#Cc1ccc(Oc2ccc(O)cc2)cc1. Reaction SMILES: [B:1]([Br:2])([Br:3])[Br:4].[CH3:5][O:6][c:7]1[cH:8][cH:9][c:10]([O:11][c:12]2[cH:13][cH:14][c:15]([C:16]#[N:17])[cH:18][cH:19]2)[cH:20][cH:21]1.[Cl:22][CH2:23][Cl:24]>>[OH:6][c:7]1[cH:8][cH:9][c:10]([O:11][c:12]2[cH:13][cH:14][c:15]([C:16]#[N:17])[cH:18][cH:19]2)[cH:20][cH:21]1. The reactants are C(=O)NN (formohydrazide), ClC=1C(=C(C(=O)N2CCN(CC2)CC=2C=C(C#N)C=C(N2)NC=2SC=CN2)C=CC1)F (2-((4-(3-chloro-2-fluorobenzoyl)piperazin-1-yl)methyl)-6-(thiazol-2-ylamino)isonicotinonitrile), C[O-].[Na+].CO (sodium methoxide methanol), C(=O)NN (formohydrazide). The solvent is CO (methanol), CO (methanol), CO (methanol). Reaction conditions: time 5 hour. Yields the product ClC=1C(=C(C(=O)N2CCN(CC2)CC2=CC(=CC(=N2)NC=2SC=CN2)C2=NC=NN2)C=CC1)F (6-((4-(3-chloro-2-fluorobenzoyl)piperazin-1-yl)methyl)-N-thiazol-2-yl-4-(1H-1,2,4-triazol-5-yl)pyridin-2-amine). RXN SMILES: [Cl:1][C:2]1[C:3]([F:31])=[C:4]([CH:28]=[CH:29][CH:30]=1)[C:5]([N:7]1[CH2:12][CH2:11][N:10]([CH2:13][C:14]2[CH:15]=[C:16]([CH:19]=[C:20]([NH:22][C:23]3[S:24][CH:25]=[CH:26][N:27]=3)[N:21]=2)[C:17]#[N:18])[CH2:9][CH2:8]1)=[O:6].C[O-].[Na+].CO.[CH:37]([NH:39][NH2:40])=O>CO>[Cl:1][C:2]1[C:3]([F:31])=[C:4]([CH:28]=[CH:29][CH:30]=1)[C:5]([N:7]1[CH2:12][CH2:11][N:10]([CH2:13][C:14]2[N:21]=[C:20]([NH:22][C:23]3[S:24][CH:25]=[CH:26][N:27]=3)[CH:19]=[C:16]([C:17]3[NH:40][N:39]=[CH:37][N:18]=3)[CH:15]=2)[CH2:9][CH2:8]1)=[O:6] |f:1.2.3|. Procedure: To a mixture of 25.2 mg of 2-((4-(3-chloro-2-fluorobenzoyl)piperazin-1-yl)methyl)-6-(thiazol-2-ylamino)isonicotinonitrile obtained in Example 104 and 1 ml of methanol was added 0.3 ml of a 28% sodium methoxide-methanol solution, followed by stirring at room temperature for 5 hours. To the reaction solution was added a solution of 3.3 mg of formohydrazide in 1 ml of methanol. The reaction mixture was stirred at room temperature for 17 hours, and then heated under reflux for 24 hours. To the react... Reported procedure: To a solution of 5-methoxy-2-hydroxymethylbenzofuran (16.0 gm; 90 mmoles) in ethyl acetatel (1 L) was added MnO2 (78 gm, 900 mmoles). The reaction mixture was stirred at room temperature for 3 hours. Then this suspension was filtered through celite and concentrate in vacuo. The filtrate yielded the title Compound E9, (9.5 gm, 60%). Reagents/catalysts: O=[Mn]=O (MnO2). The reactants are COC=1C=CC2=C(C=C(O2)CO)C1 (5-methoxy-2-hydroxymethylbenzofuran). RXN SMILES: [CH3:1][O:2][C:3]1[CH:4]=[CH:5][C:6]2[O:10][C:9]([CH2:11][OH:12])=[CH:8][C:7]=2[CH:13]=1>O=[Mn]=O>[CH3:1][O:2][C:3]1[CH:4]=[CH:5][C:6]2[O:10][C:9]([CH:11]=[O:12])=[CH:8][C:7]=2[CH:13]=1. Isolated yield 59.9%. Run at time 3 hour. Product: COC=1C=CC2=C(C=C(O2)C=O)C1 (5-methoxybenzofurancarboxaldehyde).